This data is from the Open Reaction Database (ORD), a public repository of structured organic reaction records. The task is: describe an organic reaction: reactants, conditions, products, and yield The reactants are C1(=CC=CC=C1)C#CC=1C=CC2=C(NC(CC(=N2)C2=CC(=CC=C2)C#C[Si](C)(C)C)=O)C1 (8-Phenylethynyl-4-(3-trimethylsilanylethynyl-phenyl)-1,3-dihydro-benzo[b][1,4]diazepin-2-one). Reagents/catalysts: [OH-].[Na+] (NaOH). Run in CO (MeOH), C1CCOC1 (THF). The product is C(#C)C=1C=C(C=CC1)C1=NC2=C(NC(C1)=O)C=C(C=C2)C#CC2=CC=CC=C2 (4-(3-Ethynyl-phenyl)-8-phenylethynyl-1,3-dihydro-benzo[b][1,4]diazepin-2-one). The yield is 58.9%. As a reaction SMILES: [C:1]1([C:7]#[C:8][C:9]2[CH:10]=[CH:11][C:12]3[N:18]=[C:17]([C:19]4[CH:24]=[CH:23][CH:22]=[C:21]([C:25]#[C:26][Si](C)(C)C)[CH:20]=4)[CH2:16][C:15](=[O:31])[NH:14][C:13]=3[CH:32]=2)[CH:6]=[CH:5][CH:4]=[CH:3][CH:2]=1>[OH-].[Na+].CO.C1COCC1>[C:25]([C:21]1[CH:20]=[C:19]([C:17]2[CH2:16][C:15](=[O:31])[NH:14][C:13]3[CH:32]=[C:9]([C:8]#[C:7][C:1]4[CH:2]=[CH:3][CH:4]=[CH:5][CH:6]=4)[CH:10]=[CH:11][C:12]=3[N:18]=2)[CH:24]=[CH:23][CH:22]=1)#[CH:26] |f:1.2|. Procedure details: Prepared from 8-phenylethynyl-4-(3-trimethylsilanylethynyl-phenyl)-1,3-dihydro-benzo[b][1,4]diazepin-2-one (Example 132) (63 mg, 0.146 mmol) by treatment with 1N NaOH (3 drops) in MeOH (3 mL) and THF (0.5 mL) at 23° C. for 2 h. Obtained as a brown solid (31 mg). Starting materials: O=C(O)C(F)(F)F, O=C1Cc2cc(S(=O)(=O)C3CCNC3)ccc2N1, O=CCCCc1ccccc1. Product: O=C1Cc2cc(S(=O)(=O)C3CCN(CCCCc4ccccc4)C3)ccc2N1. As a reaction SMILES: [F:1][C:2]([F:3])([F:4])[C:5]([OH:6])=[O:7].[NH:8]1[CH2:9][CH:10]([S:13](=[O:14])(=[O:15])[c:16]2[cH:17][c:18]3[c:22]([cH:23][cH:24]2)[NH:21][C:20](=[O:25])[CH2:19]3)[CH2:11][CH2:12]1.[c:26]1([CH2:32][CH2:33][CH2:34][CH:35]=[O:36])[cH:27][cH:28][cH:29][cH:30][cH:31]1>>[N:8]1([CH2:35][CH2:34][CH2:33][CH2:32][c:26]2[cH:27][cH:28][cH:29][cH:30][cH:31]2)[CH2:9][CH:10]([S:13](=[O:14])(=[O:15])[c:16]2[cH:17][c:18]3[c:22]([cH:23][cH:24]2)[NH:21][C:20](=[O:25])[CH2:19]3)[CH2:11][CH2:12]1. Starting materials: C(C1=CC=CC=C1)OC(=O)N1CC(N(CC1)CC1=CC=C(C=C1)C#N)=O (4-(4-cyanobenzyl)-3-oxopiperazine-1-carboxylic acid benzyl ester), NH4OAc, N1=CC=CC=C1 (pyridine), S (H2S), CI (methyl iodide). Solvent: CCN(CC)CC (Et3N). Run at time 16 hour. Yields the product C(C1=CC=CC=C1)OC(=O)N1CC(N(CC1)CC1=CC=C(C=C1)C(N)=N)=O (4-(4-Carbamimidoylbenzyl)-3-oxo-piperazine-1-carboxylic acid benzyl ester). RXN SMILES: [CH2:1]([O:8][C:9]([N:11]1[CH2:16][CH2:15][N:14]([CH2:17][C:18]2[CH:23]=[CH:22][C:21]([C:24]#[N:25])=[CH:20][CH:19]=2)[C:13](=[O:26])[CH2:12]1)=[O:10])[C:2]1[CH:7]=[CH:6][CH:5]=[CH:4][CH:3]=1.S.CI.[N:30]1C=CC=CC=1>CCN(CC)CC>[CH2:1]([O:8][C:9]([N:11]1[CH2:16][CH2:15][N:14]([CH2:17][C:18]2[CH:19]=[CH:20][C:21]([C:24](=[NH:30])[NH2:25])=[CH:22][CH:23]=2)[C:13](=[O:26])[CH2:12]1)=[O:10])[C:2]1[CH:7]=[CH:6][CH:5]=[CH:4][CH:3]=1. Reported procedure: A solution of 4-(4-cyanobenzyl)-3-oxopiperazine-1-carboxylic acid benzyl ester (2.4 g, 6.87 mmol) in 30 mL of pyridine and 3 ml of Et3N is saturated with H2S. The resulting mixture is sealed and stirred for 16 hours. After this time, the solution is concentrated. The residue is dissolved in 30 mL of acetone and methyl iodide (19.4 g, 137 mmol) is added. The solution is refluxed for 2 hours. After this time, the solution is concentrated. The residue is dissolved in MeOH (40 mL) and NH4OAc (5.0 g,... Reactants: CC1=CC=C(S1)C=1C(=C2C=CC(=CC2=CC1)O)OC1=CC=C(C=C1)OCCN1CCCCC1 (6-(5-methylthiophen-2-yl)-5-(4-(2-(piperidin-1-yl)ethoxy)phenoxy)naphthalen-2-ol), C(C)(=O)OCC (ethyl acetate), C1(=CC=C(C=C1)S(=O)(=O)O)C (p-toluenesulfonic acid). Run in O1CCCC1 (tetrahydrofuran). Product: CC1=CC=C(S1)C=1C(=C2C=CC(=CC2=CC1)O)OC1=CC=C(C=C1)OCCN1CCCCC1.CC1=CC=C(C=C1)S(=O)(=O)[O-] (6-(5-methylthiophen-2-yl)-5-(4-(2-(piperidin-1-yl)ethoxy)phenoxy)naphthalen-2-ol 4-methylbenzenesulfonate). Reaction SMILES: [CH3:1][C:2]1[S:6][C:5]([C:7]2[C:8]([O:18][C:19]3[CH:24]=[CH:23][C:22]([O:25][CH2:26][CH2:27][N:28]4[CH2:33][CH2:32][CH2:31][CH2:30][CH2:29]4)=[CH:21][CH:20]=3)=[C:9]3[C:14](=[CH:15][CH:16]=2)[CH:13]=[C:12]([OH:17])[CH:11]=[CH:10]3)=[CH:4][CH:3]=1.C(OCC)(=O)C.[C:40]1([CH3:50])[CH:45]=[CH:44][C:43]([S:46]([OH:49])(=[O:48])=[O:47])=[CH:42][CH:41]=1>O1CCCC1>[CH3:1][C:2]1[S:6][C:5]([C:7]2[C:8]([O:18][C:19]3[CH:24]=[CH:23][C:22]([O:25][CH2:26][CH2:27][N:28]4[CH2:33][CH2:32][CH2:31][CH2:30][CH2:29]4)=[CH:21][CH:20]=3)=[C:9]3[C:14](=[CH:15][CH:16]=2)[CH:13]=[C:12]([OH:17])[CH:11]=[CH:10]3)=[CH:4][CH:3]=1.[CH3:50][C:40]1[CH:41]=[CH:42][C:43]([S:46]([O-:49])(=[O:48])=[O:47])=[CH:44][CH:45]=1 |f:4.5|. Procedure details: Place 6-(5-methylthiophen-2-yl)-5-(4-(2-(piperidin-1-yl)ethoxy)phenoxy)naphthalen-2-ol (103.4 mg, 0.22 mmol) in a vial. Add ethyl acetate (4 mL) and p-toluenesulfonic acid (52 mg, 0.30 mmol) and stir at ˜60° C. Add tetrahydrofuran to clarify the solution and sonicate for 15 minutes. Carefully decant the suspension from gum that forms on the flask. Filter the suspension to obtain a cake of very light pink solids. Wash the cake with pentane (2×2 mL) and dry in a 40° C. vacuum oven overnight to obt... The reactants are raw material, O (water), O (water), Mg-P-ZSM-5 Al2O3, C(C)C1=C(C=CC=C1)O (ethylphenol), m- and p-ethylphenols. The product is C(C)C=1C=C(C=CC1)O (m-ethylphenol). As a reaction SMILES: [CH2:1]([C:3]1[CH:8]=[CH:7][CH:6]=[CH:5][C:4]=1O)[CH3:2].[OH2:10]>>[CH2:1]([C:3]1[CH:8]=[C:7]([OH:10])[CH:6]=[CH:5][CH:4]=1)[CH3:2]. Procedure: This Mg-P-ZSM-5/Al2O3 (5 g) was packed in a quartz fixed-bed flow reactor, and the ethylphenol mixture containing m- and p-ethylphenols obtained in Example 1 (Table 4; raw material) was charged as the raw material together with water (raw material/water weight ratio=1/1) at a reaction temperature of 450° C. and with WHSV=8 hr-1. The products were separated into gaseous and liquid products, the quantities of each product was measured and compositions were determined by gas chromatography. The tot...